From a dataset of the Open Reaction Database (ORD), a public repository of structured organic reaction records. describe an organic reaction: reactants, conditions, products, and yield The reactants are CN(C)C=O, C[Si](C)(C)CCC(=O)O, CCOCC, O=C(Cl)C(=O)Cl. Yields the product C[Si](C)(C)CCC(=O)O, [Cl-]. Reaction SMILES: [CH3:10][N:11]([CH3:12])[CH:13]=[O:14].[CH3:1][Si:2]([CH2:3][CH2:4][C:5](=[O:6])[OH:7])([CH3:8])[CH3:9].[CH3:21][CH2:22][O:23][CH2:24][CH3:25].[Cl:15][C:16]([C:17]([Cl:18])=[O:19])=[O:20]>>[CH3:1][Si:2]([CH2:3][CH2:4][C:5](=[O:6])[OH:7])([CH3:8])[CH3:9].[Cl-:15]. Run in C1CCOC1 (THF), C1CCCCC1 (cyclohexane), CCCCCC (n-hexane), C1CCOC1 (THF), C(C)(=O)OCC (ethyl acetate). The product is C(CCC)OC1CC=C(CC1)C1=C(C(=C(C=C1)B(O)O)F)F (4-(4-butoxycyclohexenyl)-2,3-difluorophenylboronic acid). Run at time 2 hour. RXN SMILES: [CH2:1]([O:5][CH:6]1[CH2:11][CH2:10][C:9]([C:12]2[CH:17]=[CH:16][CH:15]=[C:14]([F:18])[C:13]=2[F:19])=[CH:8][CH2:7]1)[CH2:2][CH2:3][CH3:4].C([Li])(CC)C.[B:25](OC)([O:28]C)[O:26]C.Cl>C(OCC)(=O)C.C1COCC1.C1CCCCC1.CCCCCC>[CH2:1]([O:5][CH:6]1[CH2:11][CH2:10][C:9]([C:12]2[CH:17]=[CH:16][C:15]([B:25]([OH:28])[OH:26])=[C:14]([F:18])[C:13]=2[F:19])=[CH:8][CH2:7]1)[CH2:2][CH2:3][CH3:4]. Isolated yield 83.5%. The reactants are B(OC)(OC)OC (trimethyl borate), Cl (hydrochloric acid), ice water, C(CCC)OC1CC=C(CC1)C1=C(C(=CC=C1)F)F (4-butoxy-(2,3-difluorophenyl)cyclohexene), C(C)(CC)[Li] (sec-Butyllithium). Procedure: 4-Butoxy-(2,3-difluorophenyl)cyclohexene (24) (11.0 g) and THF (200 ml) were put in a reaction vessel under a nitrogen atmosphere, and cooled to −74° C. sec-Butyllithium (1.00 M, in a n-hexane and cyclohexane solution; 50.0 ml) was added dropwise thereto in the temperature range of −74° C. to −70° C., and the mixture was stirred for another 2 hours. Then, trimethyl borate (5.2 g) in a THF (50 ml) solution was added dropwise thereto in the temperature range of −74° C. to −65° C., and the stirring...